Dataset: the Open Reaction Database (ORD), a public repository of structured organic reaction records. Task: describe an organic reaction: reactants, conditions, products, and yield The reactants are Cl.NO (Hydroxylamine hydrochloride), C(C)(=O)[O-].[Na+] (sodium acetate), C1(CC1)C(C(C(=O)C1=CN=C(N(C1=O)C1=CC=CC=C1)C1=CC=CC=C1)=COCC)=O (1-cyclopropyl-3-(1,6-dihydro-6-oxo-1,2-diphenyl-5-pyrimidinyl)-2-(ethoxymethylene)-1,3-propanedione), C1(CC1)C(C(C(=O)C1=CN=C(N(C1=O)C1=CC=CC=C1)C1=CC=CC=C1)=COCC)=O (1-cyclopropyl-3-(1,6-dihydro-6-oxo-1,2-diphenyl-5-pyrimidinyl)-2-(ethoxymethylene)-1,3-propanedione). Run in C(C)O (ethanol), C(C)(=O)OCC (ethyl acetate), C(C)O (ethanol). Run at temperature 0 celsius, time 30 minute. Product: C1(CC1)C1=C(C=NO1)C(=O)C=1C(N(C(=NC1)C1=CC=CC=C1)C1=CC=CC=C1)=O (5-[(5-cyclopropyl-4-isoxazolyl)carbonyl]-2,3-diphenyl-4(3H)-pyrimidinone). As a reaction SMILES: C([O-])(=O)C.[Na+].[CH:6]1([C:9](=O)[C:10](=[CH:32]OCC)[C:11]([C:13]2[C:18](=[O:19])[N:17]([C:20]3[CH:25]=[CH:24][CH:23]=[CH:22][CH:21]=3)[C:16]([C:26]3[CH:31]=[CH:30][CH:29]=[CH:28][CH:27]=3)=[N:15][CH:14]=2)=[O:12])[CH2:8][CH2:7]1.Cl.[NH2:38][OH:39]>C(O)C.C(OCC)(=O)C>[CH:6]1([C:9]2[O:39][N:38]=[CH:32][C:10]=2[C:11]([C:13]2[C:18](=[O:19])[N:17]([C:20]3[CH:25]=[CH:24][CH:23]=[CH:22][CH:21]=3)[C:16]([C:26]3[CH:31]=[CH:30][CH:29]=[CH:28][CH:27]=3)=[N:15][CH:14]=2)=[O:12])[CH2:8][CH2:7]1 |f:0.1,3.4|. Procedure details: Anhydrous sodium acetate (68 mg, 0.83 mmol) was added to a solution of 1-cyclopropyl-3-(1,6-dihydro-6-oxo-1,2-diphenyl-5-pyrimidinyl)-2-(ethoxymethylene)-1,3-propanedione (i.e. the product from Example 6, Step B) (171 mg, 0.41 mmol) in ethanol (4 mL) at 0° C. Hydroxylamine hydrochloride (29 mg, 0.42 mmol) was added and the resulting suspension was stirred at 0° C. for 30 min and then at ambient temperature for 2 h. The resulting mixture was diluted with ethyl acetate (20 mL) and ethanol (20 mL),... Starting materials: CC1=NC(=CC(=C1)C=1C(=CC2=C3N([C@H](COC31)C)C=C(C2=O)C(=O)OCC)F)C (ethyl (S)-10-(2,6-dimethyl-4-pyridinyl)-9-fluoro-3-methyl-7-oxo-2,3-dihydro-7H-pyrido[1,2,3-de][1,4]benzoxazine-6-carboxylate), C(C)(=O)[O-].[Na+] (sodium acetate). The solvent is Cl (hydrochloric acid). Product: CC1=NC(=CC(=C1)C=1C(=CC2=C3N([C@H](COC31)C)C=C(C2=O)C(=O)O)F)C ((S)-10-(2,6-dimethyl-4-pyridinyl)-9-fluoro-3-methyl-7-oxo-2,3-dihydro-7H-pyrido[1,2,3-de][1,4]benzoxazine-6-carboxylic acid). The yield is 62.1%. As a reaction SMILES: [CH3:1][C:2]1[CH:7]=[C:6]([C:8]2[C:9]([F:28])=[CH:10][C:11]3[C:21](=[O:22])[C:20]([C:23]([O:25]CC)=[O:24])=[CH:19][N:13]4[C@@H:14]([CH3:18])[CH2:15][O:16][C:17]=2[C:12]=34)[CH:5]=[C:4]([CH3:29])[N:3]=1.C([O-])(=O)C.[Na+]>Cl>[CH3:29][C:4]1[CH:5]=[C:6]([C:8]2[C:9]([F:28])=[CH:10][C:11]3[C:21](=[O:22])[C:20]([C:23]([OH:25])=[O:24])=[CH:19][N:13]4[C@@H:14]([CH3:18])[CH2:15][O:16][C:17]=2[C:12]=34)[CH:7]=[C:2]([CH3:1])[N:3]=1 |f:1.2|. Reported procedure: A mixture of 0.52 g ethyl (S)-10-(2,6-dimethyl-4-pyridinyl)-9-fluoro-3-methyl-7-oxo-2,3-dihydro-7H-pyrido[1,2,3-de][1,4]benzoxazine-6-carboxylate and 10 ml 1M hydrochloric acid was heated at reflux for one hour. The reaction mixture was cooled, poured into sodium acetate solution and extracted with chloroform. The extract was dried (sodium sulfate) and concentrated, and the residue was recrystallized from methanol to give 300 mg (S)-10-(2,6-dimethyl-4-pyridinyl)-9-fluoro-3-methyl-7-oxo-2,3-dihyd... The reactants are BrC=1C=C2C(C3(CC2=CC1)CCC(CC3)OC)=NS(=O)(=O)CC[Si](C)(C)C (N-(5′-bromo-4-methoxyspiro[cyclohexane-1,2′-indene]-3′(1′H)-ylidene)-2-(trimethylsilyl)ethanesulfonamide), C(=O)([O-])[O-].[K+].[K+] (K2CO3), CC#N (CH3CN), BrCCC(F)(F)F (3-bromo-1,1,1-trifluoro-propane), CC#N (CH3CN). Conditions: time 10 minute. The product is BrC1=CC=C2CC3(C(C2=C1)(C(=C)OCC)NS(=O)(=O)CC[Si](C)(C)C)CCC(CC3)OC (N-(6′-bromo-1′-(1-ethoxyvinyl)-4-methoxy-1′,3′-dihydrospiro[cyclohexane-1,2′-indene]-1′-yl)-2-(trimethylsilyl)ethanesulfonamide). Isolated yield 80.0%. RXN SMILES: [Br:1][C:2]1[CH:3]=[C:4]2[C:8](=[CH:9][CH:10]=1)[CH2:7][C:6]1([CH2:15][CH2:14][CH:13]([O:16][CH3:17])[CH2:12][CH2:11]1)[C:5]2=[N:18][S:19]([CH2:22][CH2:23][Si:24]([CH3:27])([CH3:26])[CH3:25])(=[O:21])=[O:20].[C:28]([O-:31])([O-])=O.[K+].[K+].Br[CH2:35][CH2:36]C(F)(F)F.[CH3:41]C#N>>[Br:1][C:2]1[CH:3]=[C:4]2[C:8]([CH2:7][C:6]3([CH2:15][CH2:14][CH:13]([O:16][CH3:17])[CH2:12][CH2:11]3)[C:5]2([NH:18][S:19]([CH2:22][CH2:23][Si:24]([CH3:26])([CH3:25])[CH3:27])(=[O:21])=[O:20])[C:35]([O:31][CH2:28][CH3:41])=[CH2:36])=[CH:9][CH:10]=1 |f:1.2.3|. Reported procedure: To a solution of compound 8 (100 mg, 0.27 mmol) in CH3CN (5 mL) was added K2CO3 (74 mg, 0.54 mmol). After addition, the resulting mixture was stirred at room temperature for 10 min. Then 3-bromo-1,1,1-trifluoro-propane (47.8 mg, 0.27 mmol) in CH3CN (5 mL) was added dropwise via a syringe with stirring. The mixture was stirred at 60° C. overnight, and then the mixture was filtered off, the filtrate was concentrated to give compound 9 (97 mg, 80%) as a white solid, which was used for the next step... Starting materials: COC(CC1=CSC2=C1C(=CC(=C2F)OC)C)=O (methyl(7-fluoro-6-methoxy-4-methyl-1-benzothiophen-3-yl)acetate), CN(C)C=O (DMF), CC(C)(C)[S-].[Na+] (sodium 2-methyl-2-propanethiolate). Run in O (water), Cl (HCl). Run at temperature 160 celsius, time 20 minute. Yields the product FC1=C(C=C(C=2C(=CSC21)CC(=O)O)C)O ((7-Fluoro-6-hydroxy-4-methyl-1-benzothiophen-3-yl)acetic acid). Yield: 122.7%. As a reaction SMILES: C[O:2][C:3](=[O:18])[CH2:4][C:5]1[C:9]2[C:10]([CH3:17])=[CH:11][C:12]([O:15]C)=[C:13]([F:14])[C:8]=2[S:7][CH:6]=1.CN(C=O)C.CC([S-])(C)C.[Na+]>O.Cl>[F:14][C:13]1[C:8]2[S:7][CH:6]=[C:5]([CH2:4][C:3]([OH:18])=[O:2])[C:9]=2[C:10]([CH3:17])=[CH:11][C:12]=1[OH:15] |f:2.3|. Procedure: To a mixture of methyl(7-fluoro-6-methoxy-4-methyl-1-benzothiophen-3-yl)acetate (248.4 mg) and DMF (dry) (7.5 mL) was added sodium 2-methyl-2-propanethiolate (415 mg) at room temperature. The mixture was stirred at 160° C. for 20 min. After cooling, the mixture was diluted with water and 1N HCl and extracted with EtOAc. The organic layer was washed successively with water and brine, dried over MgSO4, and concentrated in vacuo to give the title compound (273 mg). Procedure details: A solution of the product of Example 80 (0.40 g, 0.80 mmol), hydroxylamine hydrochloride (0.16 g, 2.4 mmol) and sodium acetate (0.19 g, 2.4 mmol) in ethanol (60 ml) was heated at reflux for 16 hours and stirred at room temperature for 32 hours. The mixture was evaporated in vacuo and extracted with ethyl acetate (50 ml). The organic phase was washed with brine (sat. 40 ml), dried (magnesium sulfate) and evaporated in vacuo. The crude product was chromatographed on silica, eluting with 20-28% eth... Starting materials: FC1=C(C=C(C=C1)F)C1(CCC(CC1)NS(=O)(=O)C(F)(F)F)S(=O)(=O)C1=CC=C(C=C1)C=O (trifluoromethanesulfonic acid, N-[4-(2,5-difluorophenyl)-4-(4-formylbenzenesulfonyl)-cyclohexyl]-amide), Cl.NO (hydroxylamine hydrochloride), C(C)(=O)[O-].[Na+] (sodium acetate). Yields the product FC1=C(C=C(C=C1)F)C1(CCC(CC1)NS(=O)(=O)C(F)(F)F)S(=O)(=O)C1=CC=C(C=NO)C=C1 (4-{1-(2,5-difluorophenyl)-4-[(trifluoromethanesulfonyl)amino]-cyclohexanesulfonyl}-benzaldehyde oxime). RXN SMILES: [F:1][C:2]1[CH:7]=[CH:6][C:5]([F:8])=[CH:4][C:3]=1[C:9]1([S:23]([C:26]2[CH:31]=[CH:30][C:29]([CH:32]=O)=[CH:28][CH:27]=2)(=[O:25])=[O:24])[CH2:14][CH2:13][CH:12]([NH:15][S:16]([C:19]([F:22])([F:21])[F:20])(=[O:18])=[O:17])[CH2:11][CH2:10]1.Cl.[NH2:35][OH:36].C([O-])(=O)C.[Na+]>C(O)C>[F:1][C:2]1[CH:7]=[CH:6][C:5]([F:8])=[CH:4][C:3]=1[C:9]1([S:23]([C:26]2[CH:31]=[CH:30][C:29]([CH:32]=[N:35][OH:36])=[CH:28][CH:27]=2)(=[O:25])=[O:24])[CH2:14][CH2:13][CH:12]([NH:15][S:16]([C:19]([F:22])([F:21])[F:20])(=[O:18])=[O:17])[CH2:11][CH2:10]1 |f:1.2,3.4|. Yield: 85.5%. Run in C(C)O (ethanol). Reaction conditions: time 32 hour. Starting materials: NC(CCC(=O)OC)C1=C(C=CC=C1OC)OC (methyl 4-amino-4-(2,6-dimethoxyphenyl)butanoate), CC=1SC=C(N1)C=1C=C(C=O)C=CC1 (3-(2-methylthiazol-4-yl)benzaldehyde). Yields the product COC1=C(C(=CC=C1)OC)C1CCC(N1CC1=CC(=CC=C1)C=1N=C(SC1)C)=O (5-(2,6-dimethoxyphenyl)-1-(3-(2-methylthiazol-4-yl)benzyl)pyrrolidin-2-one). As a reaction SMILES: [NH2:1][CH:2]([C:9]1[C:14]([O:15][CH3:16])=[CH:13][CH:12]=[CH:11][C:10]=1[O:17][CH3:18])[CH2:3][CH2:4][C:5]([O:7]C)=O.[CH3:19][C:20]1[S:21][CH:22]=[C:23]([C:25]2[CH:26]=[C:27]([CH:30]=[CH:31][CH:32]=2)[CH:28]=O)[N:24]=1>>[CH3:18][O:17][C:10]1[CH:11]=[CH:12][CH:13]=[C:14]([O:15][CH3:16])[C:9]=1[CH:2]1[N:1]([CH2:28][C:27]2[CH:30]=[CH:31][CH:32]=[C:25]([C:23]3[N:24]=[C:20]([CH3:19])[S:21][CH:22]=3)[CH:26]=2)[C:5](=[O:7])[CH2:4][CH2:3]1. Procedure: Prepared according to the described general procedure 2 (GP2) by reaction of methyl 4-amino-4-(2,6-dimethoxyphenyl)butanoate with commercially available 3-(2-methylthiazol-4-yl)benzaldehyde. Subsequent purification by preparative HPLC afforded the target compound. LC-MS (conditions A): tR=0.81 min.; [M+H]+: 409.15 g/mol. Reactants: BrC=1C=CC2=C(C(C3(CCC(CC3)OC)O2)=NS(=O)C(C)(C)C)C1 (N-(5-Bromo-4′-methoxy-3H-spiro[benzofuran-2,1′-cyclohexane]-3-ylidene)-2-methylpropane-2-sulfinamide), HCl in1,4-dioxane, CCOCC (Et2O). The solvent is O1CCOCC1 (1,4-dioxane). Conditions: time 8 hour. The product is BrC=1C=CC2=C(C(C3(CCC(CC3)OC)O2)=N)C1 (5-Bromo-4′-methoxy-3H-spiro[benzofuran-2,1′-cyclohexan]-3-imine). The yield is 91.4%. RXN SMILES: [Br:1][C:2]1[CH:3]=[CH:4][C:5]2[O:16][C:8]3([CH2:13][CH2:12][CH:11]([O:14][CH3:15])[CH2:10][CH2:9]3)[C:7](=[N:17]S(C(C)(C)C)=O)[C:6]=2[CH:24]=1.CCOCC>O1CCOCC1>[Br:1][C:2]1[CH:3]=[CH:4][C:5]2[O:16][C:8]3([CH2:9][CH2:10][CH:11]([O:14][CH3:15])[CH2:12][CH2:13]3)[C:7](=[NH:17])[C:6]=2[CH:24]=1. Procedure: To a solution of N-(5-bromo-4′-methoxy-3H-spiro[benzofuran-2,1′-cyclohexane]-3-ylidene)-2-methylpropane-2-sulfinamide (Example 29 Step 1, 2 g, 4.83 mmol) in anhydrous 1,4-dioxane (40 mL) was added 4M HCl in1,4-dioxane (12.07 mL, 48.27 mmol) and the resulting mixture was stirred under a nitrogen atmosphere at rt overnight. Et2O (30 mL) was added and the precipitate was filtered off and washed with Et2O, then partitioned between DCM (40 mL) and sat. aq. NaHCO3 (40 mL). The phases were separated an... The reactants are CO (methanol), C(=O)(C)Cl (AcCl), CC(C)(C)OC(=O)N[C@H](C(=O)OC)CC#CC1=NC=C(C=C1)OCC1=C(C=CC=C1)F (methyl (2S)-2-({[(1,1-dimethylethyl)oxy]carbonyl}amino)-5-(5-{[(2-fluorophenyl)methyl]oxy}-2-pyridinyl)-4-pentynoate). Run in C(C)(=O)OCC (ethyl acetate). Reaction conditions: time 4 hour. Product: N[C@H](C(=O)OC)CC#CC1=NC=C(C=C1)OCC1=C(C=CC=C1)F (Methyl (2S)-2-amino-5-(5-{[(2-fluorophenyl)methyl]oxy}-2-pyridinyl)-4-pentynoate). Isolated yield 91.4%. Reaction SMILES: CC(OC([NH:8][C@@H:9]([CH2:14][C:15]#[C:16][C:17]1[CH:22]=[CH:21][C:20]([O:23][CH2:24][C:25]2[CH:30]=[CH:29][CH:28]=[CH:27][C:26]=2[F:31])=[CH:19][N:18]=1)[C:10]([O:12][CH3:13])=[O:11])=O)(C)C.CO.C(Cl)(C)=O>C(OCC)(=O)C>[NH2:8][C@@H:9]([CH2:14][C:15]#[C:16][C:17]1[CH:22]=[CH:21][C:20]([O:23][CH2:24][C:25]2[CH:30]=[CH:29][CH:28]=[CH:27][C:26]=2[F:31])=[CH:19][N:18]=1)[C:10]([O:12][CH3:13])=[O:11]. Procedure: To a solution of methyl (2S)-2-({[(1,1-dimethylethyl)oxy]carbonyl}amino)-5-(5-{[(2-fluorophenyl)methyl]oxy}-2-pyridinyl)-4-pentynoate (D83, 0.439, 1.0 mmol), prepared by an analogous procedure to that described hereinabove, in ethyl acetate (4.5 ml) and methanol (0.5 ml) at 0° C. was added dropwise AcCl (0.5 ml, 7.0 mmol) and the mixture was stirred from 0° C. to r.t. for four hours. The solvent was removed under vacuum. The residue was diluted with a saturated solution of sodium bicarbonate and... The reactants are [Br-].[Br-].[Br-].C(CCC)[N+](CCCC)(CCCC)CCCC.C(CCC)[N+](CCCC)(CCCC)CCCC.C(CCC)[N+](CCCC)(CCCC)CCCC (tetrabutylammonium tribromide), C(C)C1=C(C(=CC=C1)C)O (2-ethyl-6-methylphenol), crude product. Run in C(Cl)(Cl)Cl (chloroform). Run at temperature 0 celsius. Yields the product BrC1=CC(=C(C(=C1)C)O)CC (4-bromo-2- ethyl-6-methylphenol). Yield: 182.7%. As a reaction SMILES: [CH2:1]([C:3]1[CH:8]=[CH:7][CH:6]=[C:5]([CH3:9])[C:4]=1[OH:10])[CH3:2].[Br-:11].[Br-].[Br-].C([N+](CCCC)(CCCC)CCCC)CCC.C([N+](CCCC)(CCCC)CCCC)CCC.C([N+](CCCC)(CCCC)CCCC)CCC>C(Cl)(Cl)Cl>[Br:11][C:7]1[CH:6]=[C:5]([CH3:9])[C:4]([OH:10])=[C:3]([CH2:1][CH3:2])[CH:8]=1 |f:1.2.3.4.5.6|. Procedure: Then, 16 g of 2-ethyl-6-methylphenol was dissolved in 200 ml of chloroform, which was stirred at 0° C., and 56.6 g of tetrabutylammonium tribromide was added in small portions to this solution. After stirring at room temperature for 1 hour, the solvent was distilled out under reduced pressure. The residue was dissolved in 300 ml of diethyl ether, successively washed with 10% hydrochloric acid and water, dried over anhydrous magnesium sulfate, and then concentrated to give a crude product. The cr...